From a dataset of the Open Reaction Database (ORD), a public repository of structured organic reaction records. describe an organic reaction: reactants, conditions, products, and yield Reactants: [H-].[Na+] (NaH), CS(=O)(=O)O[C@H](COS(=O)(=O)C)C1=CC=C2C=NN(C2=C1)CC1=CC=CC=C1 ((S)-1-(1-benzyl-1H-indazol-6-yl)ethane-1,2-diyl dimethanesulfonate), C(C1=CC=CC=C1)N1C(CC2=CC(=CC=C12)C)=O (1-benzyl-5-methylindolin-2-one). Solvent: C1CCOC1 (THF), C1CCOC1 (THF), C1CCOC1 (THF). Reaction conditions: temperature 0 celsius, time 20 minute. Product: C(C1=CC=CC=C1)N1C([C@@]2(C3=CC(=CC=C13)C)[C@@H](C2)C2=CC=C1C=NN(C1=C2)CC2=CC=CC=C2)=O ((1R,2S)-1′-benzyl-2-(1-benzyl-1H-indazol-6-yl)-5′-methylspiro[cyclopropane-1,3′-indolin]-2′-one). Yield: 32.7%. As a reaction SMILES: [H-].[Na+].[CH2:3]([N:10]1[C:18]2[C:13](=[CH:14][C:15]([CH3:19])=[CH:16][CH:17]=2)[CH2:12][C:11]1=[O:20])[C:4]1[CH:9]=[CH:8][CH:7]=[CH:6][CH:5]=1.CS(O[C@@H:26]([C:33]1[CH:41]=[C:40]2[C:36]([CH:37]=[N:38][N:39]2[CH2:42][C:43]2[CH:48]=[CH:47][CH:46]=[CH:45][CH:44]=2)=[CH:35][CH:34]=1)[CH2:27]OS(C)(=O)=O)(=O)=O>C1COCC1>[CH2:3]([N:10]1[C:18]2[C:13](=[CH:14][C:15]([CH3:19])=[CH:16][CH:17]=2)[C@:12]2([CH2:27][C@H:26]2[C:33]2[CH:41]=[C:40]3[C:36]([CH:37]=[N:38][N:39]3[CH2:42][C:43]3[CH:48]=[CH:47][CH:46]=[CH:45][CH:44]=3)=[CH:35][CH:34]=2)[C:11]1=[O:20])[C:4]1[CH:9]=[CH:8][CH:7]=[CH:6][CH:5]=1 |f:0.1|. Procedure details: To a 250 mL round bottom flask charged with 60% NaH (1.20 g, 30 mmol) was added anhydr. THF (20 mL) and the resulting mixture was cooled to 0° C. A solution of 1-benzyl-5-methylindolin-2-one (2.37 g, 10 mmol) in dry THF (25 mL) was added over 2 min, followed by rinsing with THF (5 mL). After stiffing for 20 min at 0° C., a solution of (S)-1-(1-benzyl-1H-indazol-6-yl)ethane-1,2-diyl dimethanesulfonate (4.24 g, 10 mmol) in dry THF (45 mL) was added dropwise through dropping funnel over 40 min, fol... Reactants: NN (hydrazine), COC(CC1=CC=C(C=C1)F)=O ((4-fluorophenyl)acetic acid methyl ester). Run in CO (MeOH). Run at temperature 60 celsius. Yields the product FC1=CC=C(C=C1)CC(=O)NN ((4-Fluoro-phenyl)-acetic acid hydrazide). RXN SMILES: [NH2:1][NH2:2].C[O:4][C:5](=O)[CH2:6][C:7]1[CH:12]=[CH:11][C:10]([F:13])=[CH:9][CH:8]=1>CO>[F:13][C:10]1[CH:11]=[CH:12][C:7]([CH2:6][C:5]([NH:1][NH2:2])=[O:4])=[CH:8][CH:9]=1. Reported procedure: Neat anhydrous hydrazine 20 mL was added to a slurry of (4-fluorophenyl)acetic acid methyl ester (Acros Organics USA, Morris Plains, N.J., 25.66 g, 152.5 mmol) in MeOH (120 mL) and the mixture was heated to 60° C. with reflux condenser under nitrogen for 2 hrs. Cooled to room temperature, evaporated to dryness (room temperature to 60° C., 100 Torr to 7 Torr). The solid residue was re-crystallized from 1-propanol , 100 mL (reflux to room temperature, overnight). The crystallized product was colle... Reactants: Clc1nncc2cc(Br)ccc12, O=C([O-])[O-], Cc1ccccc1, Cc1ccc(C(=O)NC2CC2)cc1B1OC(C)(C)C(C)(C)O1, [K+], [K+]. The product is Cc1ccc(C(=O)NC2CC2)cc1-c1ccc2c(Cl)nncc2c1. Reaction SMILES: [Br:1][c:2]1[cH:3][c:4]2[cH:5][n:6][n:7][c:8]([Cl:12])[c:9]2[cH:10][cH:11]1.[C:35](=[O:36])([O-:37])[O-:38].[CH3:41][c:42]1[cH:43][cH:44][cH:45][cH:46][cH:47]1.[CH:13]1([NH:16][C:17]([c:18]2[cH:19][c:20]([B:25]3[O:26][C:27]([CH3:28])([CH3:29])[C:30]([CH3:31])([CH3:32])[O:33]3)[c:21]([CH3:24])[cH:22][cH:23]2)=[O:34])[CH2:14][CH2:15]1.[K+:39].[K+:40]>>[c:2]1(-[c:20]2[cH:19][c:18]([C:17]([NH:16][CH:13]3[CH2:14][CH2:15]3)=[O:34])[cH:23][cH:22][c:21]2[CH3:24])[cH:3][c:4]2[cH:5][n:6][n:7][c:8]([Cl:12])[c:9]2[cH:10][cH:11]1.